This data is from the Open Reaction Database (ORD), a public repository of structured organic reaction records. The task is: describe an organic reaction: reactants, conditions, products, and yield Reactants: c1ccc(CN2CCc3ncnc(Nc4ccccc4)c3C2)cc1, CO, [OH-], [OH-], [Pd+2]. Product: c1ccc(Nc2ncnc3c2CNCC3)cc1. Reaction SMILES: [CH2:1]([c:2]1[cH:3][cH:4][cH:5][cH:6][cH:7]1)[N:8]1[CH2:9][c:10]2[c:11]([n:12][cH:13][n:14][c:15]2[NH:16][c:17]2[cH:18][cH:19][cH:20][cH:21][cH:22]2)[CH2:23][CH2:24]1.[CH3:25][OH:26].[OH-:27].[OH-:29].[Pd+2:28]>>[NH:8]1[CH2:9][c:10]2[c:11]([n:12][cH:13][n:14][c:15]2[NH:16][c:17]2[cH:18][cH:19][cH:20][cH:21][cH:22]2)[CH2:23][CH2:24]1. Starting materials: COC=1C=C(C=CC1)C1=CNC2=CC=CC=C12 (3-(3-methoxyphenyl)indole), Cl (hydrochloric acid), [OH-].[Na+] (sodium hydroxide). Reagents/catalysts: [Zn] (zinc). Run in C(C)O (ethanol). Run at time 5 hour. Yields the product COC=1C=C(C=CC1)C1CNC2=CC=CC=C12 (3-(3-methoxyphenyl)indoline). Isolated yield 48.6%. As a reaction SMILES: [CH3:1][O:2][C:3]1[CH:4]=[C:5]([C:9]2[C:17]3[C:12](=[CH:13][CH:14]=[CH:15][CH:16]=3)[NH:11][CH:10]=2)[CH:6]=[CH:7][CH:8]=1.Cl.[OH-].[Na+]>[Zn].C(O)C>[CH3:1][O:2][C:3]1[CH:4]=[C:5]([CH:9]2[C:17]3[C:12](=[CH:13][CH:14]=[CH:15][CH:16]=3)[NH:11][CH2:10]2)[CH:6]=[CH:7][CH:8]=1 |f:2.3|. Procedure: Ten grams of the abovementioned 3-(3-methoxyphenyl)indole, 700 ml of 6N hydrochloric acid and 300 ml of ethanol were mixed and refluxed while 100 g zinc powder was added in small portions, and then the reflux was continued for 5 hours. The reaction solution was made alkaline with an aqueous sodium hydroxide solution and extracted with chloroform. The resultant extract solution was concentrated to a residue which was then dissolved in diluted hydrochloric acid, and washed with ether. The aqueous ... The reactants are C[Si](C)(C)I, CO, CCCC(=O)Nc1n[nH]c2cc(-c3ccc(OCc4ccccc4)cc3)c(-c3ccco3)cc12. Product: CCCC(=O)Nc1n[nH]c2cc(-c3ccc(O)cc3)c(-c3ccco3)cc12. Reaction SMILES: [CH3:1][Si:2]([I:3])([CH3:4])[CH3:5].[CH3:40][OH:41].[o:6]1[c:7](-[c:11]2[cH:12][c:13]3[c:14]([NH:34][C:35]([CH2:36][CH2:37][CH3:38])=[O:39])[n:15][nH:16][c:17]3[cH:18][c:19]2-[c:20]2[cH:21][cH:22][c:23]([O:26][CH2:27][c:28]3[cH:29][cH:30][cH:31][cH:32][cH:33]3)[cH:24][cH:25]2)[cH:8][cH:9][cH:10]1>>[o:6]1[c:7](-[c:11]2[cH:12][c:13]3[c:14]([NH:34][C:35]([CH2:36][CH2:37][CH3:38])=[O:39])[n:15][nH:16][c:17]3[cH:18][c:19]2-[c:20]2[cH:21][cH:22][c:23]([OH:26])[cH:24][cH:25]2)[cH:8][cH:9][cH:10]1. The reactants are ClC1=NC=C(C(=N1)Cl)Cl (2,4,5-trichloropyrimidine), CCN(C(C)C)C(C)C (DIPEA), [N+](=O)([O-])C1=C(C=CC=C1)O (2-nitrophenol), C(C)(=O)OCC (ethyl acetate), ice. The solvent is CN1CCCC1=O (NMP), CCCCCC (hexane). Reaction conditions: temperature 100 celsius. Yields the product ClC1=NC=C(C(=N1)OC1=C(C=CC=C1)[N+](=O)[O-])Cl (2,5-dichloro-4-(2-nitrophenoxy)pyrimidine). Reaction SMILES: [Cl:1][C:2]1[N:7]=[C:6](Cl)[C:5]([Cl:9])=[CH:4][N:3]=1.CCN(C(C)C)C(C)C.[N+:19]([C:22]1[CH:27]=[CH:26][CH:25]=[CH:24][C:23]=1[OH:28])([O-:21])=[O:20].C(OCC)(=O)C>CN1C(=O)CCC1.CCCCCC>[Cl:1][C:2]1[N:7]=[C:6]([O:28][C:23]2[CH:24]=[CH:25][CH:26]=[CH:27][C:22]=2[N+:19]([O-:21])=[O:20])[C:5]([Cl:9])=[CH:4][N:3]=1. Procedure details: To a stirred solution of 2,4,5-trichloropyrimidine (1.3 g, 7.19 mmol) in NMP (3 mL), DIPEA (1.85 g, 14.3 mmol) and 2-nitrophenol (1 g, 7.19 mmol) were added and heated to 100° C. for 1 h. TLC showed completion of starting material (TLC system: 20% ethyl acetate in hexane (Rf): 0.3). The reaction mixture was poured into crushed ice (50 mL). The obtained solid was filtered, washed with water (50 mL) and dried to obtain 2,5-dichloro-4-(2-nitrophenoxy)pyrimidine as an off-white solid. (Yield: 1.7 g,... The reactants are C(=O)(N1C=NC=C1)N1C=NC=C1 (1,1′-Carbonyldiimidazole), O1COC2=C1C=CC(=C2)C(C(=O)O)C2=CN(C1=CC(=CC=C21)C(=O)OC)C (2-(1 ,3-Benzodioxol-5-yl)-2-(6-methoxycarbonyl-1-methyl-1H-indol-3-yl)acetic acid), COC1=C(C=CC(=C1)C)S(=O)(=O)N (2-methoxy-4-methylbenzenesulfonamide), N12CCCCCC2=NCCC1 (1,8-diazabicyclo[5.4.0]undec-7-ene). Solvent: O1CCCC1 (tetrahydrofuran). The product is O1COC2=C1C=CC(=C2)C(C(=O)NS(=O)(=O)C2=C(C=C(C=C2)C)OC)C2=CN(C1=CC(=CC=C21)C(=O)OC)C (Methyl 3-{1-(1,3-benzodioxol-5-yl)-2-[(2-methoxy-4-methylphenyl)sulfonyl-amino]-2-oxoethyl}-1-methyl-1H-indole-6-carboxylate). The yield is 71.3%. As a reaction SMILES: C(N1C=CN=C1)(N1C=CN=C1)=O.[O:13]1[C:17]2[CH:18]=[CH:19][C:20]([CH:22]([C:26]3[C:34]4[C:29](=[CH:30][C:31]([C:35]([O:37][CH3:38])=[O:36])=[CH:32][CH:33]=4)[N:28]([CH3:39])[CH:27]=3)[C:23](O)=[O:24])=[CH:21][C:16]=2[O:15][CH2:14]1.[CH3:40][O:41][C:42]1[CH:47]=[C:46]([CH3:48])[CH:45]=[CH:44][C:43]=1[S:49]([NH2:52])(=[O:51])=[O:50].N12CCCN=C1CCCCC2>O1CCCC1>[O:13]1[C:17]2[CH:18]=[CH:19][C:20]([CH:22]([C:26]3[C:34]4[C:29](=[CH:30][C:31]([C:35]([O:37][CH3:38])=[O:36])=[CH:32][CH:33]=4)[N:28]([CH3:39])[CH:27]=3)[C:23]([NH:52][S:49]([C:43]3[CH:44]=[CH:45][C:46]([CH3:48])=[CH:47][C:42]=3[O:41][CH3:40])(=[O:50])=[O:51])=[O:24])=[CH:21][C:16]=2[O:15][CH2:14]1. Procedure: 1,1′-Carbonyldiimidazole (2.8 kg) was added to a stirred solution of 2-(1,3-benzodioxol-5-yl)-2-(6-methoxycarbonyl-1-methyl-1H-indol-3-yl)acetic acid (from step (a), 5.0 kg) in dry tetrahydrofuran (50 liters) at room temperature under a nitrogen atmosphere. The suspension was heated to reflux for 1.5 h, allowed to cool to room temperature, and treated sequentially with 2-methoxy-4-methylbenzenesulfonamide (see Preparation 11, International Patent Application WO 97/43260; 3.0 kg) and 1,8-diazabic... Reactants: CO (MeOH), FC1=C(C=C(CN(S(=O)(=O)C2=CC=C(C=C2)C(=O)OC)C2=C(C3=C(S2)C=CC=C3)C)C=C1)C(F)(F)F (N-[4-fluoro-3-(trifluoromethyl)-benzyl]-N-(3-methylbenzo[b]thiophen-2-yl)-4-carbomethoxy-benzenesulfonamide), [OH-].[Na+] (NaOH). Solvent: CCOC(=O)C (EtOAc), Cl (HCl). Reaction conditions: time 18 hour. Yields the product FC1=C(C=C(CN(S(=O)(=O)C2=CC=C(C=C2)C(=O)O)C2=C(C3=C(S2)C=CC=C3)C)C=C1)C(F)(F)F (N-[4-fluoro-3-(trifluoromethyl)-benzyl]-N-(3-methylbenzo[b]thiophen-2-yl)-4-carboxy-benzenesulfonamide). Reaction SMILES: CO.[F:3][C:4]1[CH:34]=[CH:33][C:7]([CH2:8][N:9]([C:23]2[S:27][C:26]3[CH:28]=[CH:29][CH:30]=[CH:31][C:25]=3[C:24]=2[CH3:32])[S:10]([C:13]2[CH:18]=[CH:17][C:16]([C:19]([O:21]C)=[O:20])=[CH:15][CH:14]=2)(=[O:12])=[O:11])=[CH:6][C:5]=1[C:35]([F:38])([F:37])[F:36].[OH-].[Na+]>CCOC(C)=O.Cl>[F:3][C:4]1[CH:34]=[CH:33][C:7]([CH2:8][N:9]([C:23]2[S:27][C:26]3[CH:28]=[CH:29][CH:30]=[CH:31][C:25]=3[C:24]=2[CH3:32])[S:10]([C:13]2[CH:18]=[CH:17][C:16]([C:19]([OH:21])=[O:20])=[CH:15][CH:14]=2)(=[O:11])=[O:12])=[CH:6][C:5]=1[C:35]([F:38])([F:36])[F:37] |f:2.3|. Reported procedure: A 3-L 4-neck flask equipped with an overhead mechanical stirrer, N2 inlet/outlet adapter, condenser and thermocouple was charged with MeOH (1.9 L) and N-[4-fluoro-3-(trifluoromethyl)-benzyl]-N-(3-methylbenzo[b]thiophen-2-yl)-4-carbomethoxy-benzenesulfonamide (190 g, 0.35 mol) followed by 3M NaOH (412 mL, 1.2 mol) and the resulting mixture refluxed for 2 h. The resulting mixture was then cooled to room temperature, diluted with EtOAc (2 L) and 1N HCl (2 L), the layers separated and the aqueous ph... Starting materials: ClCCl, COc1c(C)c(Cc2cccc(C(=O)O)c2OCc2ccccc2)c(OC)c(OC)c1OC, CO, CN(C)c1ccncc1. Product: COC(=O)c1cccc(Cc2c(C)c(OC)c(OC)c(OC)c2OC)c1OCc1ccccc1. As a reaction SMILES: [CH2:36]([Cl:37])[Cl:38].[CH3:1][O:2][c:3]1[c:4]([CH3:33])[c:5]([CH2:6][c:7]2[c:8]([O:16][CH2:17][c:18]3[cH:19][cH:20][cH:21][cH:22][cH:23]3)[c:9]([C:10](=[O:11])[OH:12])[cH:13][cH:14][cH:15]2)[c:24]([O:31][CH3:32])[c:25]([O:29][CH3:30])[c:26]1[O:27][CH3:28].[CH3:34][OH:35].[CH3:39][N:40]([CH3:41])[c:42]1[cH:43][cH:44][n:45][cH:46][cH:47]1>>[CH3:1][O:2][c:3]1[c:4]([CH3:33])[c:5]([CH2:6][c:7]2[c:8]([O:16][CH2:17][c:18]3[cH:19][cH:20][cH:21][cH:22][cH:23]3)[c:9]([C:10](=[O:11])[O:12][CH3:34])[cH:13][cH:14][cH:15]2)[c:24]([O:31][CH3:32])[c:25]([O:29][CH3:30])[c:26]1[O:27][CH3:28]. Reactants: Cc1nc(Br)ccc1F, CCO, Cc1ccccc1, CCN(C(C)C)C(C)C, OB(O)c1c(F)cccc1F, c1ccc(P(c2ccccc2)(c2ccccc2)[Pd](P(c2ccccc2)(c2ccccc2)c2ccccc2)(P(c2ccccc2)(c2ccccc2)c2ccccc2)P(c2ccccc2)(c2ccccc2)c2ccccc2)cc1. Product: Cc1nc(-c2c(F)cccc2F)ccc1F. RXN SMILES: [Br:1][c:2]1[cH:3][cH:4][c:5]([F:9])[c:6]([CH3:8])[n:7]1.[CH3:30][CH2:31][OH:32].[CH3:33][c:34]1[cH:35][cH:36][cH:37][cH:38][cH:39]1.[CH:21]([N:22]([CH2:23][CH3:24])[CH:25]([CH3:26])[CH3:27])([CH3:28])[CH3:29].[F:10][c:11]1[c:12]([B:18]([OH:19])[OH:20])[c:13]([F:17])[cH:14][cH:15][cH:16]1.[cH:40]1[cH:41][cH:42][c:43]([P:44]([Pd:45]([P:46]([c:47]2[cH:48][cH:49][cH:50][cH:51][cH:52]2)([c:53]2[cH:54][cH:55][cH:56][cH:57][cH:58]2)[c:59]2[cH:60][cH:61][cH:62][cH:63][cH:64]2)([P:65]([c:66]2[cH:67][cH:68][cH:69][cH:70][cH:71]2)([c:72]2[cH:73][cH:74][cH:75][cH:76][cH:77]2)[c:78]2[cH:79][cH:80][cH:81][cH:82][cH:83]2)[P:84]([c:85]2[cH:86][cH:87][cH:88][cH:89][cH:90]2)([c:91]2[cH:92][cH:93][cH:94][cH:95][cH:96]2)[c:97]2[cH:98][cH:99][cH:100][cH:101][cH:102]2)([c:103]2[cH:104][cH:105][cH:106][cH:107][cH:108]2)[c:109]2[cH:110][cH:111][cH:112][cH:113][cH:114]2)[cH:115][cH:116]1>>[c:2]1(-[c:12]2[c:11]([F:10])[cH:16][cH:15][cH:14][c:13]2[F:17])[cH:3][cH:4][c:5]([F:9])[c:6]([CH3:8])[n:7]1.